This data is from the Open Reaction Database (ORD), a public repository of structured organic reaction records. The task is: describe an organic reaction: reactants, conditions, products, and yield Starting materials: O=C1N(C2=CC(=CC=C2NC1=O)F)CCCCC(=O)OC(C)C (isopropyl 5-[2,3-dioxo-7-fluoro-1,2,3,4-tetrahydroquinoxalin-1-yl]valerate), [N+](=O)(O)[O-] (nitric acid), ice water. The solvent is S(O)(O)(=O)=O (sulfuric acid). Product: O=C1N(C2=CC(=C(C=C2NC1=O)[N+](=O)[O-])F)CCCCC(=O)OC(C)C (isopropyl 5-[2,3-dioxo-7-fluoro-6-nitro-1,2,3,4-tetrahydroquinoxalin-1-yl]valerate). Yield: 93.0%. As a reaction SMILES: [O:1]=[C:2]1[C:11](=[O:12])[NH:10][C:9]2[C:4](=[CH:5][C:6]([F:13])=[CH:7][CH:8]=2)[N:3]1[CH2:14][CH2:15][CH2:16][CH2:17][C:18]([O:20][CH:21]([CH3:23])[CH3:22])=[O:19].[N+:24]([O-])([OH:26])=[O:25]>S(=O)(=O)(O)O>[O:1]=[C:2]1[C:11](=[O:12])[NH:10][C:9]2[C:4](=[CH:5][C:6]([F:13])=[C:7]([N+:24]([O-:26])=[O:25])[CH:8]=2)[N:3]1[CH2:14][CH2:15][CH2:16][CH2:17][C:18]([O:20][CH:21]([CH3:23])[CH3:22])=[O:19]. Procedure details: δ: 1.16 (6H, d, J=6.1 Hz), 1.60-1.62 (4H, m), 2.32 (2H, t, J=6.7 Hz), 4.01-4.08 (2H, m), 4.87 (1H, q, J=6.1 Hz), 7.01-7.05 (1H, m), 7.18 (1H, dd, J=5.5, 8.6 Hz), 7.32 (1H, dd, J=2.7, 11 Hz), 12.0 (1H, s). 4) In 10 ml of concentrated sulfuric acid cooled on an ice-methanol bath, 1.96 g (6.07 mmol) of isopropyl 5-[2,3-dioxo-7-fluoro-1,2,3,4-tetrahydroquinoxalin-1-yl]valerate was dissolved under stirring. To the resulting mixture, 300 μl of fuming nitric acid was added dropwise at -5° C. or lower, ... Starting materials: FC1=C(OC2=C(C(=NC=C2)N)I)C=C(C=C1)F (4-(2,5-difluorophenoxy)-3-iodopyridin-2-amine), [N+](=O)(O)[O-] (nitric acid), ice, resultant solution, C(=O)(O)[O-].[Na+] (NaHCO3). The solvent is S(O)(O)(=O)=O (sulfuric acid). Run at time 20 minute. Yields the product FC1=C(OC2=C(C(=NC=C2)N)I)C=C(C(=C1)[N+](=O)[O-])F (4-(2,5-difluoro-4-nitrophenoxy)-3-iodopyridin-2-amine). The yield is 78.5%. Reaction SMILES: [F:1][C:2]1[CH:16]=[CH:15][C:14]([F:17])=[CH:13][C:3]=1[O:4][C:5]1[CH:10]=[CH:9][N:8]=[C:7]([NH2:11])[C:6]=1[I:12].[N+:18]([O-])([OH:20])=[O:19].C([O-])(O)=O.[Na+]>S(=O)(=O)(O)O>[F:1][C:2]1[CH:16]=[C:15]([N+:18]([O-:20])=[O:19])[C:14]([F:17])=[CH:13][C:3]=1[O:4][C:5]1[CH:10]=[CH:9][N:8]=[C:7]([NH2:11])[C:6]=1[I:12] |f:2.3|. Procedure: A chilled (−10° C.) mixture of 4-(2,5-difluorophenoxy)-3-iodopyridin-2-amine (2.31 g, 6.64 mmol) in sulfuric acid (15 ml) was treated with nitric acid (0.35 ml, 7.96 mmol) while maintaining the temperature below 0° C. After stirring for 20 minutes, the mixture was poured into ice-cold 2 N aq. NaOH solution (100 mL of 2 N NaOH in ice) with stirring. The pH of the resultant solution was then made basic by careful addition or NaHCO3. After stirring for 30 min, the suspension was filtered, washed wi... Reactants: [I-].C[N+]1=C(C=CC=C1)Cl (1-methyl-2-chloropyridinium iodide), FC1=C(N)C=C(C=C1)C1=NC=CC(=C1)OC (2-fluoro-5-(4-methoxypyridin-2-yl)aniline), C(C)(C)(C)OC(=O)NC(=S)NC(=O)OC(C)(C)C (N,N′-bis(tert-butoxycarbonyl)thiourea), C(C)(C)N(CC)C(C)C (diisopropylethylamine). The solvent is ClCCl (dichloromethane), ClCCl (dichloromethane). Run at time 18 hour. Yields the product C(C)(C)(C)OC(=O)NC(=NC1=C(C=CC(=C1)C1=NC=CC(=C1)OC)F)NC(=O)OC(C)(C)C (N,N′-bis(tert-butoxycarbonyl)-N″-(2-fluoro-5-(4-methoxypyridin-2-yl)phenyl)guanidine). Yield: 67.5%. RXN SMILES: [F:1][C:2]1[CH:8]=[CH:7][C:6]([C:9]2[CH:14]=[C:13]([O:15][CH3:16])[CH:12]=[CH:11][N:10]=2)=[CH:5][C:3]=1[NH2:4].[C:17]([O:21][C:22]([NH:24][C:25]([NH:27][C:28]([O:30][C:31]([CH3:34])([CH3:33])[CH3:32])=[O:29])=S)=[O:23])([CH3:20])([CH3:19])[CH3:18].C(N(C(C)C)CC)(C)C.[I-].C[N+]1C=CC=CC=1Cl>ClCCl>[C:31]([O:30][C:28]([NH:27][C:25]([NH:24][C:22]([O:21][C:17]([CH3:20])([CH3:19])[CH3:18])=[O:23])=[N:4][C:3]1[CH:5]=[C:6]([C:9]2[CH:14]=[C:13]([O:15][CH3:16])[CH:12]=[CH:11][N:10]=2)[CH:7]=[CH:8][C:2]=1[F:1])=[O:29])([CH3:34])([CH3:33])[CH3:32] |f:3.4|. Procedure: To a suspension of 2-fluoro-5-(4-methoxypyridin-2-yl)aniline (174 mg), N,N′-bis(tert-butoxycarbonyl)thiourea (265 mg) and diisopropylethylamine (0.417 ml) in dichloromethane (10 ml) was added 1-methyl-2-chloropyridinium iodide (266 mg), and the mixture was stirred for 18 hours. The mixture was diluted with dichloromethane, washed with water and brine, dried over magnesium sulfate and evaporated under reduced pressure. The residue was purified by column chromatography (silica gel 30 g, n-hexane:e...